From a dataset of the Open Reaction Database (ORD), a public repository of structured organic reaction records. describe an organic reaction: reactants, conditions, products, and yield Starting materials: NC=1C=C(C=CC1)C(C)=O (m-aminoacetophenone), C(C)(C)N(CC)C(C)C (diisopropylethylamine), ClC(=O)OCCCC (n-butyl chloroformate). Solvent: ClCCl (dichloromethane). The product is C(C)(=O)C=1C=C(C=CC1)NC(OCCCC)=O ((3-acetylphenyl)carbamic acid, butyl ester). Yield: 89.5%. RXN SMILES: [NH2:1][C:2]1[CH:3]=[C:4]([C:8](=[O:10])[CH3:9])[CH:5]=[CH:6][CH:7]=1.C(N(C(C)C)CC)(C)C.Cl[C:21]([O:23][CH2:24][CH2:25][CH2:26][CH3:27])=[O:22]>ClCCl>[C:8]([C:4]1[CH:3]=[C:2]([NH:1][C:21](=[O:22])[O:23][CH2:24][CH2:25][CH2:26][CH3:27])[CH:7]=[CH:6][CH:5]=1)(=[O:10])[CH3:9]. Reported procedure: A mixture of 27.03 g of m-aminoacetophenone, 25.85 g of diisopropylethylamine, 27.32 g of n-butyl chloroformate and 300 ml of dichloromethane was reacted as described in Example 1, giving 42.10 g of (3-acetylphenyl)carbamic acid, butyl ester, mp 59°-60° C. The reactants are CN1CCNCC1, Cc1c(C=O)cn2ncc(C#N)c(Nc3ccc(Oc4ccccc4)cc3)c12, ClCCl, ClC(Cl)Cl. Yields the product Cc1c(CN2CCN(C)CC2)cn2ncc(C#N)c(Nc3ccc(Oc4ccccc4)cc3)c12. RXN SMILES: [CH3:29][N:30]1[CH2:31][CH2:32][NH:33][CH2:34][CH2:35]1.[CH:1](=[O:2])[c:3]1[c:4]([CH3:28])[c:5]2[n:6]([n:7][cH:8][c:9]([C:25]#[N:26])[c:10]2[NH:11][c:12]2[cH:13][cH:14][c:15]([O:18][c:19]3[cH:20][cH:21][cH:22][cH:23][cH:24]3)[cH:16][cH:17]2)[cH:27]1.[Cl:36][CH2:37][Cl:38].[Cl:39][CH:40]([Cl:41])[Cl:42]>>[CH2:1]([c:3]1[c:4]([CH3:28])[c:5]2[n:6]([n:7][cH:8][c:9]([C:25]#[N:26])[c:10]2[NH:11][c:12]2[cH:13][cH:14][c:15]([O:18][c:19]3[cH:20][cH:21][cH:22][cH:23][cH:24]3)[cH:16][cH:17]2)[cH:27]1)[N:33]1[CH2:32][CH2:31][N:30]([CH3:29])[CH2:35][CH2:34]1. Reactants: NC1=CC(=C(C=C1)O)Cl (4-amino-2-chlorophenol), CC(C)(C)[O-].[K+] (KOt-Bu), C(=O)([O-])[O-].[K+].[K+] (K2CO3), ClC1=CC(=NC=C1)C(=O)N (4-chloropicolinamide). The solvent is CN(C)C=O (DMF), CCOC(=O)C (EtOAc), O (H2O). Reaction conditions: time 1 hour. Product: NC1=CC(=C(OC2=CC(=NC=C2)C(=O)N)C=C1)Cl (4-(4-amino-2-chlorophenoxy)picolinamide). The yield is 40.5%. RXN SMILES: [NH2:1][C:2]1[CH:7]=[CH:6][C:5]([OH:8])=[C:4]([Cl:9])[CH:3]=1.CC([O-])(C)C.[K+].Cl[C:17]1[CH:22]=[CH:21][N:20]=[C:19]([C:23]([NH2:25])=[O:24])[CH:18]=1.C([O-])([O-])=O.[K+].[K+]>CN(C=O)C.CCOC(C)=O.O>[NH2:1][C:2]1[CH:7]=[CH:6][C:5]([O:8][C:17]2[CH:22]=[CH:21][N:20]=[C:19]([C:23]([NH2:25])=[O:24])[CH:18]=2)=[C:4]([Cl:9])[CH:3]=1 |f:1.2,4.5.6|. Procedure details: To a solution of 4-amino-2-chlorophenol (Aldrich, 430 mg, 3.0 mmol) in DMF (2.0 mL) at room temperature was added KOt-Bu (352 mg, 3.2 mmol). The mixture was allowed to stir at room temperature for 1 h. To the solution were then added 4-chloropicolinamide (468 mg, 3.0 mmol) and K2CO3 (221 mg, 1.6 mmol). The resulting suspension was heated at 90° C. overnight. After cooling down, the suspension was diluted with 100 mL of EtOAc and 50 mL of H2O. The organic layer was separated and washed with brine... Reactants: CC1(CC=C(CC1)C1=NC(=CC=C1NC(=O)C=1NC(=CN1)C#N)C(C)(C)O)C (5-cyano-1H-imidazole-2-carboxylic acid [2-(4,4-dimethyl-cyclohex-1-enyl)-6-(1-hydroxy-1-methyl-ethyl)-pyridin-3-yl]-amide), COCCN (methoxyethylamine), S(=O)(Cl)Cl (thionyl chloride), C(Cl)Cl (DCM). Yields the product CC1C(=C(CCC1)C1=NC(=CC=C1NC(=O)C=1NC(=CN1)C#N)C(C)(C)NCCOC)C (5-Cyano-1H-imidazole-2-carboxylic acid {2-(dimethyl-cyclohex-1-enyl)-6-[1-(2-methoxy-ethylamino)-1-methyl-ethyl]-pyridin-3-yl}-amide). Reaction SMILES: [CH3:1][C:2]1(C)[CH2:7][CH2:6][C:5]([C:8]2[C:13]([NH:14][C:15]([C:17]3[NH:18][C:19]([C:22]#[N:23])=[CH:20][N:21]=3)=[O:16])=[CH:12][CH:11]=[C:10]([C:24](O)([CH3:26])[CH3:25])[N:9]=2)=[CH:4][CH2:3]1.[CH3:29][O:30][CH2:31][CH2:32][NH2:33].S(Cl)(Cl)=O.[CH2:38](Cl)Cl>>[CH3:38][CH:1]1[CH2:2][CH2:3][CH2:4][C:5]([C:8]2[C:13]([NH:14][C:15]([C:17]3[NH:18][C:19]([C:22]#[N:23])=[CH:20][N:21]=3)=[O:16])=[CH:12][CH:11]=[C:10]([C:24]([NH:33][CH2:32][CH2:31][O:30][CH3:29])([CH3:25])[CH3:26])[N:9]=2)=[C:6]1[CH3:7]. Procedure: The title compound is prepared from 5-cyano-1H-imidazole-2-carboxylic acid [2-(4,4-dimethyl-cyclohex-1-enyl)-6-(1-hydroxy-1-methyl-ethyl)-pyridin-3-yl]-amide (as prepared in Example 59, step (e)), methoxyethylamine and thionyl chloride in DCM solvent according to the procedure in Example 14, step (e). The reactants are CCOC(C)=O, CCO, Cc1cc(C#N)c(NC2CCCCC2NC(=O)[O-])cc1Cl, Cl. Product: Cc1cc(C#N)c(NC2CCCCC2N)cc1Cl. As a reaction SMILES: [C:1]([O:2][CH2:3][CH3:4])(=[O:5])[CH3:6].[CH3:29][CH2:30][OH:31].[Cl:8][c:9]1[c:10]([CH3:28])[cH:11][c:12]([C:26]#[N:27])[c:13]([NH:15][CH:16]2[CH:17]([NH:22][C:23](=[O:24])[O-:25])[CH2:18][CH2:19][CH2:20][CH2:21]2)[cH:14]1.[ClH:7]>>[Cl:8][c:9]1[c:10]([CH3:28])[cH:11][c:12]([C:26]#[N:27])[c:13]([NH:15][CH:16]2[CH:17]([NH2:22])[CH2:18][CH2:19][CH2:20][CH2:21]2)[cH:14]1. Reactants: C1CCOC1, Nc1cccc(O)c1, CC(=O)Nc1ccc(C(=O)c2ccc3c(c2)NC(=O)C3=CO)cc1. The product is CC(=O)Nc1ccc(C(=O)c2ccc3c(c2)NC(=O)C3=CNc2cccc(O)c2)cc1. Reaction SMILES: [CH2:33]1[O:34][CH2:35][CH2:36][CH2:37]1.[NH2:25][c:26]1[cH:27][cH:28][cH:29][c:30]([OH:31])[cH:32]1.[OH:1][CH:2]=[C:3]1[C:4](=[O:24])[NH:5][c:6]2[cH:7][c:8]([C:12](=[O:13])[c:14]3[cH:15][cH:16][c:17]([NH:20][C:21]([CH3:22])=[O:23])[cH:18][cH:19]3)[cH:9][cH:10][c:11]21>>[CH:2](=[C:3]1[C:4](=[O:24])[NH:5][c:6]2[cH:7][c:8]([C:12](=[O:13])[c:14]3[cH:15][cH:16][c:17]([NH:20][C:21]([CH3:22])=[O:23])[cH:18][cH:19]3)[cH:9][cH:10][c:11]21)[NH:25][c:26]1[cH:27][cH:28][cH:29][c:30]([OH:31])[cH:32]1. The reactants are C(C1=CC=CC=C1)OC=1C(=NC(=NC1O)CC(C)(C1=CC=CC=C1)C)C(=O)N(C(C)C)CCO (5-(benzyloxy)-6-hydroxy-N-(2-hydroxyethyl)-N-isopropyl-2-(2-methyl-2-phenylpropyl)pyrimidine-4-carboxamide), C1(=CC=CC=C1)P(C1=CC=CC=C1)C1=CC=CC=C1 (triphenylphosphine), N(=NC(=O)OC(C)C)C(=O)OC(C)C (diisopropyl azodicarboxylate). Solvent: ClCCl (dichloromethane). Reaction conditions: time 10 minute. Yields the product C(C1=CC=CC=C1)OC1=C2N(C(=NC1=O)CC(C)(C1=CC=CC=C1)C)CCN(C2=O)C(C)C (9-(benzyloxy)-2-isopropyl-6-(2-methyl-2-phenylpropyl)-3,4-dihydro-1H-pyrazino[1,2-c]pyrimidine-1,8(2H)-dione). Isolated yield 53.5%. Reaction SMILES: [CH2:1]([O:8][C:9]1[C:10]([C:26]([N:28]([CH2:32][CH2:33]O)[CH:29]([CH3:31])[CH3:30])=[O:27])=[N:11][C:12]([CH2:16][C:17]([CH3:25])([C:19]2[CH:24]=[CH:23][CH:22]=[CH:21][CH:20]=2)[CH3:18])=[N:13][C:14]=1[OH:15])[C:2]1[CH:7]=[CH:6][CH:5]=[CH:4][CH:3]=1.C1(P(C2C=CC=CC=2)C2C=CC=CC=2)C=CC=CC=1.N(C(OC(C)C)=O)=NC(OC(C)C)=O>ClCCl>[CH2:1]([O:8][C:9]1[C:14](=[O:15])[N:13]=[C:12]([CH2:16][C:17]([CH3:25])([C:19]2[CH:20]=[CH:21][CH:22]=[CH:23][CH:24]=2)[CH3:18])[N:11]2[CH2:33][CH2:32][N:28]([CH:29]([CH3:31])[CH3:30])[C:26](=[O:27])[C:10]=12)[C:2]1[CH:7]=[CH:6][CH:5]=[CH:4][CH:3]=1. Reported procedure: To a stirred solution of 5-(benzyloxy)-6-hydroxy-N-(2-hydroxyethyl)-N-isopropyl-2-(2-methyl-2-phenylpropyl)pyrimidine-4-carboxamide (58) (35 mg, 75.5 μmol, Eq: 1.00) in dichloromethane (5.00 ml) was added triphenylphosphine (29.7 mg, 113 μmol, Eq: 1.5) at room temperature and the reaction mixture was stirred for 10 min. Then diisopropyl azodicarboxylate (22.9 mg, 22.0 μl, 113 μmol, Eq: 1.5) was added and the reaction mixture was stirred for 18 hrs at room temperature. The reaction mixture was co...